This data is from the Open Reaction Database (ORD), a public repository of structured organic reaction records. The task is: describe an organic reaction: reactants, conditions, products, and yield Solvent: C(Cl)Cl (methylene chloride), FC(C(=O)O)(F)F (trifluoroacetic acid). Product: C(CCC)C=1N(C(=CN1)\C=C\1/N(C(N(C1=O)CCCC)=O)CC=1SC(=CC1)C)CC1=CC=C(C(=O)O)C=C1 (Z-4-[[2-butyl-5-[[1-butyl-3-[(5-methyl-2-thienyl)methyl]-2,5-dioxo-4-imidazolidinylidene]methyl]-1H-imidazol-1-yl]methyl]benzoic acid). Procedure: 1,1-dimethylethyl Z-4-[[2-butyl-5-[[1-butyl-3-[(5-methyl-2-thienyl)methyl]-2,5-dioxo-4-imidazolidinylidene]methyl]-1H-imidazol-1-yl]methyl]benzoate (0.56 g, 0.948 mmol) was disolved in methylene chloride (10 mL) and trifluoroacetic acid (5 mL). After stirring for 16 hours the reaction mixture was evaporated in vacuo. pH 7 buffer was added and the mixture extracted with ethyl acetate. This extract was dried over MgSO4 and then evaporated in vacuo and crystallized from THF/ether. Conditions: time 16 hour. RXN SMILES: [CH2:1]([C:5]1[N:6]([CH2:29][C:30]2[CH:42]=[CH:41][C:33]([C:34]([O:36]C(C)(C)C)=[O:35])=[CH:32][CH:31]=2)[C:7](/[CH:10]=[C:11]2\[N:12]([CH2:22][C:23]3[S:24][C:25]([CH3:28])=[CH:26][CH:27]=3)[C:13](=[O:21])[N:14]([CH2:17][CH2:18][CH2:19][CH3:20])[C:15]\2=[O:16])=[CH:8][N:9]=1)[CH2:2][CH2:3][CH3:4]>C(Cl)Cl.FC(F)(F)C(O)=O>[CH2:1]([C:5]1[N:6]([CH2:29][C:30]2[CH:31]=[CH:32][C:33]([C:34]([OH:36])=[O:35])=[CH:41][CH:42]=2)[C:7](/[CH:10]=[C:11]2\[N:12]([CH2:22][C:23]3[S:24][C:25]([CH3:28])=[CH:26][CH:27]=3)[C:13](=[O:21])[N:14]([CH2:17][CH2:18][CH2:19][CH3:20])[C:15]\2=[O:16])=[CH:8][N:9]=1)[CH2:2][CH2:3][CH3:4]. Starting materials: C(CCC)C=1N(C(=CN1)\C=C\1/N(C(N(C1=O)CCCC)=O)CC=1SC(=CC1)C)CC1=CC=C(C(=O)OC(C)(C)C)C=C1 (1,1-dimethylethyl Z-4-[[2-butyl-5-[[1-butyl-3-[(5-methyl-2-thienyl)methyl]-2,5-dioxo-4-imidazolidinylidene]methyl]-1H-imidazol-1-yl]methyl]benzoate). Starting materials: C(CCC)[Li] (n-butyllithium), C=CC(C)=C.C=CC=C.CCCCCC (isoprene butadiene hexane). Reagents/catalysts: [Ni] (Ni). Solvent: CCCCCC (hexane). Run at temperature 160 fahrenheit. The product is C=CC=C (butadiene), C=CC(C)=C (isoprene). Reaction SMILES: [CH2:1]([Li])[CH2:2][CH2:3][CH3:4].[CH2:6]=[CH:7][C:8](=[CH2:10])[CH3:9].C=CC=C.CCCCCC>[Ni].CCCCCC>[CH2:1]=[CH:2][CH:3]=[CH2:4].[CH2:6]=[CH:7][C:8](=[CH2:9])[CH3:10] |f:1.2.3|. Procedure details: To a 20-gallon reactor forty pounds of hexane and 110.7 ml. of 15% n-butyllithium are charged. Then the temperature of the mixture is raised to 160°F. and metering of a blend of isoprene/butadiene/hexane (20/30/50) is started. Over a 3 hour period total of 45 pounds of the blend is charged with the temperature maintained at 160°F. The polymer obtained by this method is hydrogenated with Ni catalyst to complete hydrogenation level. The resulting polymer does not show properties of a thermoplastic... Reaction SMILES: [C:42](=[O:43])([O-:44])[O-:45].[Cl:1][c:2]1[n:3][cH:4][cH:5][c:6]2[c:7]1[o:8][c:9](-[c:31]1[cH:32][cH:33][cH:34][cH:35][cH:36]1)[c:10](-[c:13]1[cH:14][cH:15][c:16]([C:19]3([NH:23][C:24]([O:25][C:26]([CH3:27])([CH3:28])[CH3:29])=[O:30])[CH2:20][CH2:21][CH2:22]3)[cH:17][cH:18]1)[c:11]2=[O:12].[Cs+:46].[Cs+:47].[Cu:53]([I:54])[I:55].[O:48]=[CH:49][N:50]([CH3:51])[CH3:52].[nH:37]1[cH:38][n:39][cH:40][cH:41]1>>[c:2]1(-[n:37]2[cH:38][n:39][cH:40][cH:41]2)[n:3][cH:4][cH:5][c:6]2[c:7]1[o:8][c:9](-[c:31]1[cH:32][cH:33][cH:34][cH:35][cH:36]1)[c:10](-[c:13]1[cH:14][cH:15][c:16]([C:19]3([NH:23][C:24]([O:25][C:26]([CH3:27])([CH3:28])[CH3:29])=[O:30])[CH2:20][CH2:21][CH2:22]3)[cH:17][cH:18]1)[c:11]2=[O:12]. Reactants: O=C([O-])[O-], CC(C)(C)OC(=O)NC1(c2ccc(-c3c(-c4ccccc4)oc4c(Cl)nccc4c3=O)cc2)CCC1, [Cs+], [Cs+], I[Cu]I, CN(C)C=O, c1c[nH]cn1. The product is CC(C)(C)OC(=O)NC1(c2ccc(-c3c(-c4ccccc4)oc4c(-n5ccnc5)nccc4c3=O)cc2)CCC1. Reactants: FC(C=1C=C(CN(C2=NC=C(C=N2)N2CCOCC2)CC2=C(C=CC(=C2)C(F)(F)F)N(C=2OC[C@H](N2)C(=O)O)CC)C=C(C1)C(F)(F)F)(F)F ((S)-2-[(2-{[(3,5-bis-trifluoromethyl-benzyl)-(5-morpholin-4-yl-pyrimidin-2-yl)-amino]-methyl}-4-trifluoromethyl-phenyl)-ethyl-amino]-4,5-dihydro-oxazole-4-carboxylic acid), [OH-].[Na+] (sodium hydroxide). Solvent: C(C)O (ethanol). Product: [Na+].FC(C=1C=C(CN(C2=NC=C(C=N2)N2CCOCC2)CC2=C(C=CC(=C2)C(F)(F)F)N(C=2OC[C@H](N2)C(=O)[O-])CC)C=C(C1)C(F)(F)F)(F)F ((S)-2-[(2-{[(3,5-bis-trifluoromethyl-benzyl)-(5-morpholin-4-yl-pyrimidin-2-yl)-amino]-methyl}-4-trifluoromethyl-phenyl)-ethyl-amino]-4,5-dihydro-oxazole-4-carboxylic acid sodium salt). RXN SMILES: [F:1][C:2]([F:50])([F:49])[C:3]1[CH:4]=[C:5]([CH:42]=[C:43]([C:45]([F:48])([F:47])[F:46])[CH:44]=1)[CH2:6][N:7]([CH2:20][C:21]1[CH:26]=[C:25]([C:27]([F:30])([F:29])[F:28])[CH:24]=[CH:23][C:22]=1[N:31]([CH2:40][CH3:41])[C:32]1[O:33][CH2:34][C@@H:35]([C:37]([OH:39])=[O:38])[N:36]=1)[C:8]1[N:13]=[CH:12][C:11]([N:14]2[CH2:19][CH2:18][O:17][CH2:16][CH2:15]2)=[CH:10][N:9]=1.[OH-].[Na+:52]>C(O)C>[Na+:52].[F:48][C:45]([F:46])([F:47])[C:43]1[CH:42]=[C:5]([CH:4]=[C:3]([C:2]([F:1])([F:49])[F:50])[CH:44]=1)[CH2:6][N:7]([CH2:20][C:21]1[CH:26]=[C:25]([C:27]([F:29])([F:30])[F:28])[CH:24]=[CH:23][C:22]=1[N:31]([CH2:40][CH3:41])[C:32]1[O:33][CH2:34][C@@H:35]([C:37]([O-:39])=[O:38])[N:36]=1)[C:8]1[N:13]=[CH:12][C:11]([N:14]2[CH2:15][CH2:16][O:17][CH2:18][CH2:19]2)=[CH:10][N:9]=1 |f:1.2,4.5|. Procedure: Methyl (S)-2-[(2-{[(3,5-bis-trifluoromethyl-benzyl)-(5-morpholin-4-yl-pyrimidin-2-yl)-amino]-methyl}-4-trifluoromethyl-phenyl)-ethyl-amino]-4,5-dihydro-oxazole-4-carboxylate (190 mg) is dissolved in methanol (4 ml) and thereto is added a 1N-aqueous sodium hydroxide solution (1 ml), and the mixture is stirred at room temperature for 1 hour. To the reaction solution are added a 1N-hydrochloric acid and ethyl acetate, and the mixture is separated, and the organic layer is washed with a saturated br... The product is C(C)OC=1C=C2CCNC(C2=CC1OCC)=C(C#N)SCC(CN1CCOCC1)OC(C)=O (2-(6,7-diethoxy-1,2,3,4-tetrahydro-1-isoquinolinylidene)-2-[2-acetoxy-3-(4-morpholinyl)propyl]mercaptoacetonitrile). As a reaction SMILES: [C:1](OC(=O)C)(=[O:3])[CH3:2].[CH2:8]([O:10][C:11]1[CH:12]=[C:13]2[C:18](=[CH:19][C:20]=1[O:21][CH2:22][CH3:23])[C:17](=[C:24]([S:27][CH2:28][CH:29]([OH:37])[CH2:30][N:31]1[CH2:36][CH2:35][O:34][CH2:33][CH2:32]1)[C:25]#[N:26])[NH:16][CH2:15][CH2:14]2)[CH3:9]>C1C=CC=CC=1>[CH2:8]([O:10][C:11]1[CH:12]=[C:13]2[C:18](=[CH:19][C:20]=1[O:21][CH2:22][CH3:23])[C:17](=[C:24]([S:27][CH2:28][CH:29]([O:37][C:1](=[O:3])[CH3:2])[CH2:30][N:31]1[CH2:32][CH2:33][O:34][CH2:35][CH2:36]1)[C:25]#[N:26])[NH:16][CH2:15][CH2:14]2)[CH3:9]. Procedure details: After adding 50 ml of benzene and 20 ml of acetic acid anhydride to 3.0 g of 2-(6,7-diethoxy-1,2,3,4-tetrahydro-1-isoquinolinylidene)-2-[2-hydroxy-3-(4-morpholinyl)propyl]mercaptoacetonitrile, the reaction mixture is refluxed for 1 hour, then evaporated to dryness under reduced pressure. After addition of ether, the residue crystallizes out to give the named product in a yield of 2.47 g, m.p.: 133° C. (from isopropanol). Reactants: C(C)(=O)OC(C)=O (acetic acid anhydride), C(C)OC=1C=C2CCNC(C2=CC1OCC)=C(C#N)SCC(CN1CCOCC1)O (2-(6,7-diethoxy-1,2,3,4-tetrahydro-1-isoquinolinylidene)-2-[2-hydroxy-3-(4-morpholinyl)propyl]mercaptoacetonitrile). Run in C1=CC=CC=C1 (benzene). The reactants are BrC(Br)(Br)Br, CCOC(C)=O, OCCOCc1ccccc1, ClCCl, CCOC(C)=O, CCCCCC, CCCCCC, CO, c1ccc(P(c2ccccc2)c2ccccc2)cc1, c1ccncc1. Product: BrCCOCc1ccccc1. RXN SMILES: [C:37]([Br:38])([Br:39])([Br:40])[Br:41].[C:57]([O:58][CH2:59][CH3:60])(=[O:61])[CH3:62].[CH2:1]([c:2]1[cH:3][cH:4][cH:5][cH:6][cH:7]1)[O:8][CH2:9][CH2:10][OH:11].[CH2:42]([Cl:43])[Cl:44].[CH3:45][CH2:46][O:47][C:48](=[O:49])[CH3:50].[CH3:51][CH2:52][CH2:53][CH2:54][CH2:55][CH3:56].[CH3:63][CH2:64][CH2:65][CH2:66][CH2:67][CH3:68].[CH3:69][OH:70].[c:12]1([P:13]([c:14]2[cH:15][cH:16][cH:17][cH:18][cH:19]2)[c:20]2[cH:21][cH:22][cH:23][cH:24][cH:25]2)[cH:26][cH:27][cH:28][cH:29][cH:30]1.[cH:31]1[cH:32][cH:33][n:34][cH:35][cH:36]1>>[CH2:1]([c:2]1[cH:3][cH:4][cH:5][cH:6][cH:7]1)[O:8][CH2:9][CH2:10][Br:38]. Starting materials: C(#N)CC(=O)O (cyanoacetic acid), C(Cl)Cl (CH2Cl2), ClC1=CC(=C(N)C=C1Cl)[N+](=O)[O-] (4,5-dichloro-2-nitroaniline), C(Cl)Cl (CH2Cl2), C(C(=O)Cl)(=O)Cl (oxalyl chloride). Run in CCOCC (ether). Conditions: time 2 hour. The product is C(#N)CC(=O)NC1=C(C=C(C(=C1)Cl)Cl)[N+](=O)[O-] (N-(Cyanoacetyl)-4,5-dichloro-2-nitroaniline). The yield is 65.0%. As a reaction SMILES: [C:1]([CH2:3][C:4]([OH:6])=O)#[N:2].C(Cl)Cl.C(Cl)(=O)C(Cl)=O.[Cl:16][C:17]1[C:23]([Cl:24])=[CH:22][C:20]([NH2:21])=[C:19]([N+:25]([O-:27])=[O:26])[CH:18]=1>CCOCC>[C:1]([CH2:3][C:4]([NH:21][C:20]1[CH:22]=[C:23]([Cl:24])[C:17]([Cl:16])=[CH:18][C:19]=1[N+:25]([O-:27])=[O:26])=[O:6])#[N:2]. Reported procedure: To a suspension of cyanoacetic acid (1.70 g, 20 mmol) in CH2Cl2 (50 mL) oxalyl chloride (2.2 mL, 25 mmol) was added. The mixture was stirred for 2 h, more oxalyl chloride (2.2 mL, 25 mmol) was added and the mixture was refluxed while stirring for 3 h. The mixture was cooled to room temperature and evaporated twice with ethanol-free CHCl3 (20 mL) to remove excess of (COCl)2. To the residue was added 4,5-dichloro-2-nitroaniline (1.035 g, 5 mmol) and CH2Cl2 (10 mL) and the resulting mixture was sti...